Dataset: the Open Reaction Database (ORD), a public repository of structured organic reaction records. Task: describe an organic reaction: reactants, conditions, products, and yield The reagents and catalysts are [Pd] (palladium on carbon), C1=CC=C(C=C1)P(C2=CC=CC=C2)C3=CC=CC=C3.C1=CC=C(C=C1)P(C2=CC=CC=C2)C3=CC=CC=C3.C1=CC=C(C=C1)P(C2=CC=CC=C2)C3=CC=CC=C3.[Cl-].[Rh] (tris(triphenylphosphine)rhodium (I) chloride). Run in C(C)O.C1=CC=CC=C1 (ethanol benzene). Product: O=C1OC(CC1)CC=1CS[C@H]2N(C1C(=O)OC(C1=CC=CC=C1)C1=CC=CC=C1)C([C@H]2NC(CC2=CC=CC=C2)=O)=O (Diphenylmethyl 3-[(5RS)-2-oxotetrahydrofuran-5-yl methyl]-7β-phenylacetamidoceph-3-em-4-carboxylate). Yield: 39.1%. As a reaction SMILES: [O:1]=[C:2]1[CH:6]=[CH:5][CH:4]([CH2:7][C:8]2[CH2:9][S:10][C@@H:11]3[C@H:31]([NH:32][C:33](=[O:41])[CH2:34][C:35]4[CH:40]=[CH:39][CH:38]=[CH:37][CH:36]=4)[C:30](=[O:42])[N:12]3[C:13]=2[C:14]([O:16][CH:17]([C:24]2[CH:29]=[CH:28][CH:27]=[CH:26][CH:25]=2)[C:18]2[CH:23]=[CH:22][CH:21]=[CH:20][CH:19]=2)=[O:15])[O:3]1>C(O)C.C1C=CC=CC=1.[Pd].C1C=CC(P(C2C=CC=CC=2)C2C=CC=CC=2)=CC=1.C1C=CC(P(C2C=CC=CC=2)C2C=CC=CC=2)=CC=1.C1C=CC(P(C2C=CC=CC=2)C2C=CC=CC=2)=CC=1.[Cl-].[Rh]>[O:1]=[C:2]1[CH2:6][CH2:5][CH:4]([CH2:7][C:8]2[CH2:9][S:10][C@@H:11]3[C@H:31]([NH:32][C:33](=[O:41])[CH2:34][C:35]4[CH:40]=[CH:39][CH:38]=[CH:37][CH:36]=4)[C:30](=[O:42])[N:12]3[C:13]=2[C:14]([O:16][CH:17]([C:18]2[CH:19]=[CH:20][CH:21]=[CH:22][CH:23]=2)[C:24]2[CH:29]=[CH:28][CH:27]=[CH:26][CH:25]=2)=[O:15])[O:3]1 |f:1.2,4.5.6.7.8|. Reported procedure: Diphenylmethyl 3-[(5RS)-2,5-dihydro-2-oxofuran-5-yl methyl]-7β-phenylacetamidoceph-3-em-4-carboxylate (Example 2(a)), (1.58 g) in 50% ethanol/benzene (100 mls) was treated with tris(triphenylphosphine)rhodium (I) chloride (0.75 g) and 10% palladium on carbon (0.2 g) and hydrogenated for several hours at room temperature. The reaction was monitored by t.l.c. analysis until formation of the slightly more polar product was complete. The solution was filtered through a small pad of silica gel and th... Reactants: O=C1OC(C=C1)CC=1CS[C@H]2N(C1C(=O)OC(C1=CC=CC=C1)C1=CC=CC=C1)C([C@H]2NC(CC2=CC=CC=C2)=O)=O (Diphenylmethyl 3-[(5RS)-2,5-dihydro-2-oxofuran-5-yl methyl]-7β-phenylacetamidoceph-3-em-4-carboxylate). Starting materials: CCOC(=O)CCCCCCBr, [H-], [Na+], CN(C)C=O, Oc1ccccc1-c1cc[nH]n1. Product: CCOC(=O)CCCCCCn1ccc(-c2ccccc2O)n1. RXN SMILES: [CH2:15]([CH3:16])[O:17][C:18]([CH2:19][CH2:20][CH2:21][CH2:22][CH2:23][CH2:24][Br:25])=[O:26].[H-:1].[Na+:2].[O:27]=[CH:28][N:29]([CH3:30])[CH3:31].[nH:3]1[n:4][c:5](-[c:8]2[c:9]([OH:14])[cH:10][cH:11][cH:12][cH:13]2)[cH:6][cH:7]1>>[n:3]1([CH2:24][CH2:23][CH2:22][CH2:21][CH2:20][CH2:19][C:18]([O:17][CH2:15][CH3:16])=[O:26])[n:4][c:5](-[c:8]2[c:9]([OH:14])[cH:10][cH:11][cH:12][cH:13]2)[cH:6][cH:7]1.